From a dataset of the Open Reaction Database (ORD), a public repository of structured organic reaction records. describe an organic reaction: reactants, conditions, products, and yield The reactants are Br (hydrobromic acid), [OH-].[Na+] (NaOH), C(C)(=O)O (acetic acid), C1(C=2C(C(N1CC=1N=C(OC1C1=CC=CC=C1)C1=CC=CC=C1)=O)=CC=CC2)=O (4-phthalimidomethyl-2,5-diphenyloxazole). Solvent: O (water). The product is NCC=1N=C(OC1C1=CC=CC=C1)C1=CC=CC=C1 (4-Aminomethyl-2,5-diphenyloxazole). As a reaction SMILES: Br.C(O)(=O)C.C1(=O)[N:10]([CH2:11][C:12]2[N:13]=[C:14]([C:23]3[CH:28]=[CH:27][CH:26]=[CH:25][CH:24]=3)[O:15][C:16]=2[C:17]2[CH:22]=[CH:21][CH:20]=[CH:19][CH:18]=2)C(=O)C2=CC=CC=C12.[OH-].[Na+]>O>[NH2:10][CH2:11][C:12]1[N:13]=[C:14]([C:23]2[CH:28]=[CH:27][CH:26]=[CH:25][CH:24]=2)[O:15][C:16]=1[C:17]1[CH:22]=[CH:21][CH:20]=[CH:19][CH:18]=1 |f:3.4|. Procedure: A mixture made up of 20 ml of 48% hydrobromic acid, 20 ml of glacial acetic acid and 10 g of 4-phthalimidomethyl-2,5-diphenyloxazole, was heated under reflux until a clear solution resulted (3 hrs.). The solvent was pulled off under vacuum until dryness. The residue was dissolved in 100 ml of water, made basic with 1N NaOH and extracted with ethyl acetate. The ethyl acetate solution was washed with water until neutral and dried over sodium sulfate. The solvent was pulled off under vacuum and the... Starting materials: O=C([O-])[O-], CC(C)=O, Cc1c(-c2ccccc2)oc2c(C(=O)Cl)cccc2c1=O, [K+], [K+], NCCCO, O. Product: Cc1c(-c2ccccc2)oc2c(C(=O)NCCCO)cccc2c1=O. RXN SMILES: [C:27](=[O:28])([O-:29])[O-:30].[CH3:34][C:35](=[O:36])[CH3:37].[CH3:6][c:7]1[c:8](-[c:21]2[cH:22][cH:23][cH:24][cH:25][cH:26]2)[o:9][c:10]2[c:11]([c:12]1=[O:13])[cH:14][cH:15][cH:16][c:17]2[C:18](=[O:19])[Cl:20].[K+:31].[K+:32].[NH2:1][CH2:2][CH2:3][CH2:4][OH:5].[OH2:33]>>[NH:1]([CH2:2][CH2:3][CH2:4][OH:5])[C:18]([c:17]1[c:10]2[o:9][c:8](-[c:21]3[cH:22][cH:23][cH:24][cH:25][cH:26]3)[c:7]([CH3:6])[c:12](=[O:13])[c:11]2[cH:14][cH:15][cH:16]1)=[O:19]. Reactants: COC(=O)c1c(-c2cc(OC)c(OC)c(OC)c2)c2ccccc2c(=O)n1NC(=O)OC(C)(C)C, ClCCl, O=C(O)C(F)(F)F. Yields the product COC(=O)c1c(-c2cc(OC)c(OC)c(OC)c2)c2ccccc2c(=O)n1NC(=O)C(F)(F)F. As a reaction SMILES: [C:1]([O:2][C:6](=[O:7])[NH:8][n:9]1[c:10](=[O:35])[c:11]2[cH:12][cH:13][cH:14][cH:15][c:16]2[c:17](-[c:23]2[cH:24][c:25]([O:33][CH3:34])[c:26]([O:31][CH3:32])[c:27]([O:29][CH3:30])[cH:28]2)[c:18]1[C:19](=[O:20])[O:21][CH3:22])([CH3:3])([CH3:4])[CH3:5].[CH2:43]([Cl:44])[Cl:45].[OH:36][C:37](=[O:38])[C:39]([F:40])([F:41])[F:42]>>[C:6](=[O:7])([NH:8][n:9]1[c:10](=[O:35])[c:11]2[cH:12][cH:13][cH:14][cH:15][c:16]2[c:17](-[c:23]2[cH:24][c:25]([O:33][CH3:34])[c:26]([O:31][CH3:32])[c:27]([O:29][CH3:30])[cH:28]2)[c:18]1[C:19](=[O:20])[O:21][CH3:22])[C:39]([F:40])([F:41])[F:42]. Starting materials: C1[C@H]2N(CCN1)C[C@H](C2)NS(=O)(=O)C2=CC(=CC=C2)C(F)(F)F (N-[(7S,8aS)-octahydropyrrolo[1,2-a]pyrazin-7-yl]-3-(trifluoromethyl)-benzenesulfonamide), C([O-])([O-])=O.[Na+].[Na+] (sodium carbonate), IC(C)C (2-iodopropane), O (water). The solvent is CS(=O)C (dimethyl sulfoxide). Run at time 3 day. Product: C(C)(C)N1C[C@H]2N(CC1)C[C@H](C2)NS(=O)(=O)C2=CC(=CC=C2)C(F)(F)F (N-[(7S,8aS)-2-isopropyloctahydropyrrolo[1,2-a]pyrazin-7-yl]-3-(trifluoromethyl)benzenesulfonamide). RXN SMILES: [CH2:1]1[NH:6][CH2:5][CH2:4][N:3]2[CH2:7][C@@H:8]([NH:10][S:11]([C:14]3[CH:19]=[CH:18][CH:17]=[C:16]([C:20]([F:23])([F:22])[F:21])[CH:15]=3)(=[O:13])=[O:12])[CH2:9][C@@H:2]12.C(=O)([O-])[O-].[Na+].[Na+].I[CH:31]([CH3:33])[CH3:32].O>CS(C)=O>[CH:31]([N:6]1[CH2:5][CH2:4][N:3]2[CH2:7][C@@H:8]([NH:10][S:11]([C:14]3[CH:19]=[CH:18][CH:17]=[C:16]([C:20]([F:23])([F:21])[F:22])[CH:15]=3)(=[O:13])=[O:12])[CH2:9][C@H:2]2[CH2:1]1)([CH3:33])[CH3:32] |f:1.2.3|. Reported procedure: To a solution of Example 42 (30 mg, 0.078 mmol) in dimethyl sulfoxide (1 mL) was added sodium carbonate (8.24 mg, 0.078 mmol) and 2-iodopropane (13.22 mg, 0.078 mmol). The mixture was stirred at room temperature for 3 days. The mixture was poured into 10 mL water, and the crude product was extracted with dichloromethane (3×8 mL). The combined organic fractions were concentrated. The residue was purified by chromatography on silica gel (dichloromethane/methanol=10:1) to give the title compound. 1...